This data is from the Open Reaction Database (ORD), a public repository of structured organic reaction records. The task is: describe an organic reaction: reactants, conditions, products, and yield Reactants: N1=C(N=CC=C1)NCCOC1=CC=C(CC2C(NC(S2)=O)=O)C=C1 (5-[4-(2-(2-pyrimidinylamino) ethoxy)benzyl]-2,4-thiazolidinedione), C(C)(=O)OC(C)=O (acetic anhydride), O (water), C([O-])(O)=O.[Na+] (sodium bicarbonate). Solvent: O1CCOCC1 (1,4-dioxan). The product is C(C)(=O)N(C1=NC=CC=N1)CCOC1=CC=C(CC2C(NC(S2)=O)=O)C=C1 (5-(4-[2-(N-Acetyl-N-(2-pyrimidinyl)amino)ethoxy]benzyl) -2,4-thiazolidinedione). Reaction SMILES: [N:1]1[CH:6]=[CH:5][CH:4]=[N:3][C:2]=1[NH:7][CH2:8][CH2:9][O:10][C:11]1[CH:24]=[CH:23][C:14]([CH2:15][CH:16]2[S:20][C:19](=[O:21])[NH:18][C:17]2=[O:22])=[CH:13][CH:12]=1.O.C(=O)(O)[O-].[Na+].[C:31](OC(=O)C)(=[O:33])[CH3:32]>O1CCOCC1>[C:31]([N:7]([CH2:8][CH2:9][O:10][C:11]1[CH:24]=[CH:23][C:14]([CH2:15][CH:16]2[S:20][C:19](=[O:21])[NH:18][C:17]2=[O:22])=[CH:13][CH:12]=1)[C:2]1[N:3]=[CH:4][CH:5]=[CH:6][N:1]=1)(=[O:33])[CH3:32] |f:2.3|. Reported procedure: A stirred solution of 5-[4-(2-(2-pyrimidinylamino) ethoxy)benzyl]-2,4-thiazolidinedione (800 mg) in acetic anhydride (15 ml) and 1,4-dioxan (5 ml) was boiled under reflux for 3 hours. After cooling, the mixture was added to water (300 ml), neutralized (sodium bicarbonate) and extracted with dichloromethane (3×200 ml). The organic extracts were washed with brine (100 ml), dried (MgSO4), filtered and evaporated to dryness. Chromatography on silica-gel in dichloromethane of the residual oil afforde... Product: CCOC(=O)N1CCOC(C=C2c3ccccc3CCc3ccccc32)C1. As a reaction SMILES: [CH2:7]([c:8]1[cH:9][cH:10][cH:11][cH:12][cH:13]1)[N:14]1[CH2:15][CH:16]([CH:20]=[C:21]2[c:22]3[c:23]([cH:32][cH:33][cH:34][cH:35]3)[CH2:24][CH2:25][c:26]3[c:27]2[cH:28][cH:29][cH:30][cH:31]3)[O:17][CH2:18][CH2:19]1.[Cl:1][C:2](=[O:3])[O:4][CH2:5][CH3:6].[cH:36]1[cH:37][cH:38][cH:39][cH:40][cH:41]1>>[C:2](=[O:3])([O:4][CH2:5][CH3:6])[N:14]1[CH2:15][CH:16]([CH:20]=[C:21]2[c:22]3[c:23]([cH:32][cH:33][cH:34][cH:35]3)[CH2:24][CH2:25][c:26]3[c:27]2[cH:28][cH:29][cH:30][cH:31]3)[O:17][CH2:18][CH2:19]1. Reactants: C(=C1c2ccccc2CCc2ccccc21)C1CN(Cc2ccccc2)CCO1, CCOC(=O)Cl, c1ccccc1. The reactants are NC=1C(=CC(=C(C1)SC1(CC1)C(=O)O)Cl)F (1-(5-amino-2-chloro-4-fluorophenylthio)-cyclopropanecarboxylic acid), CO (methanol). The reagents and catalysts are S(O)(O)(=O)=O (sulfuric acid). Product: COC(=O)C1(CC1)SC1=C(C=C(C(=C1)N)F)Cl (1-(5-amino-2-chloro-4-fluorophenylthio)-cyclopropanecarboxylic acid methyl ester). As a reaction SMILES: [NH2:1][C:2]1[C:3]([F:16])=[CH:4][C:5]([Cl:15])=[C:6]([S:8][C:9]2([C:12]([OH:14])=[O:13])[CH2:11][CH2:10]2)[CH:7]=1.[CH3:17]O>S(=O)(=O)(O)O>[CH3:17][O:13][C:12]([C:9]1([S:8][C:6]2[CH:7]=[C:2]([NH2:1])[C:3]([F:16])=[CH:4][C:5]=2[Cl:15])[CH2:11][CH2:10]1)=[O:14]. Procedure: A solution of 3.6 g of 1-(5-amino-2-chloro-4-fluorophenylthio)-cyclopropanecarboxylic acid and a few drops of sulfuric acid in 50 ml of methanol is heated under reflux until the starting material can no longer be detected. The methanol is then evaporated off, water and ethyl acetate are added to the residue and the organic phase is washed in succession with sodium hydrogen carbonate solution, water and saturated sodium chloride solution. Concentration and purification of the crude product by mea... Reaction SMILES: [Cl:1][c:2]1[n:3][c:4]([N:9]([CH2:10][c:11]2[cH:12][cH:13][c:14]([O:17][CH3:18])[cH:15][cH:16]2)[CH2:19][c:20]2[cH:21][cH:22][c:23]([O:26][CH3:27])[cH:24][cH:25]2)[n:5][c:6]([CH3:8])[n:7]1.[Cl:29][CH2:30][Cl:31].[IH:28].[Na+:36].[O-:32][C:33]([OH:34])=[O:35]>>[c:2]1([I:28])[n:3][c:4]([N:9]([CH2:10][c:11]2[cH:12][cH:13][c:14]([O:17][CH3:18])[cH:15][cH:16]2)[CH2:19][c:20]2[cH:21][cH:22][c:23]([O:26][CH3:27])[cH:24][cH:25]2)[n:5][c:6]([CH3:8])[n:7]1. Starting materials: COc1ccc(CN(Cc2ccc(OC)cc2)c2nc(C)nc(Cl)n2)cc1, ClCCl, I, [Na+], O=C([O-])O. The product is COc1ccc(CN(Cc2ccc(OC)cc2)c2nc(C)nc(I)n2)cc1. The reactants are C(=O)(OC)CCCCCCCCCCC(=O)N(C1=C(C=CC=C1)OCC1=CC=CC=C1)C (N-(11-(Carbomethoxy)undecanoyl)-N-Methyl-2-Benzyloxyaniline), ( V ), [H][H] (hydrogen). The reagents and catalysts are [Pd] (palladium on carbon). Solvent: CO (methanol). The product is C(=O)(OC)CCCCCCCCCCC(=O)N(C1=C(C=CC=C1)O)C (N-(11-(Carbomethoxy)undecanoyl)-N-Methyl-2-Hydroxy aniline). As a reaction SMILES: [C:1]([CH2:5][CH2:6][CH2:7][CH2:8][CH2:9][CH2:10][CH2:11][CH2:12][CH2:13][CH2:14][C:15]([N:17]([CH3:32])[C:18]1[CH:23]=[CH:22][CH:21]=[CH:20][C:19]=1[O:24]CC1C=CC=CC=1)=[O:16])([O:3][CH3:4])=[O:2].[H][H]>CO.[Pd]>[C:1]([CH2:5][CH2:6][CH2:7][CH2:8][CH2:9][CH2:10][CH2:11][CH2:12][CH2:13][CH2:14][C:15]([N:17]([CH3:32])[C:18]1[CH:23]=[CH:22][CH:21]=[CH:20][C:19]=1[OH:24])=[O:16])([O:3][CH3:4])=[O:2]. Reported procedure: A solution of (28) (0.11 g., 0.25 mM) in methanol (11 mL) containing 10% palladium on carbon (30 mg.) is shaken in a 40 p.s.i. hydrogen atmosphere until no (V) remained (TLC analysis). The filtered solution was then concentrated in vacuo to give the title compound (29), used immediately in step P. Starting materials: COC1=CC=C(CN2N=NC(=C2C(=O)OCC)C(C2=C(C=C(C=C2)C(OC)OC)[N+](=O)[O-])=O)C=C1 (ethyl 1-(4-methoxybenzyl)-4-(4-dimethoxymethyl-2-nitrobenzoyl)-1,2,3-triazole-5-carboxylate), Cl (hydrochloric acid). The solvent is O1CCCC1 (tetrahydrofuran). Run at time 16 hour. The product is C(=O)C1=CC(=C(C(=O)C=2N=NN(C2C(=O)OCC)CC2=CC=C(C=C2)OC)C=C1)[N+](=O)[O-] (ethyl 4-(4-formyl-2-nitrobenzoyl)-1-(4-methoxybenzyl)1,2,3-triazole-5-carboxylate). Isolated yield 94.3%. As a reaction SMILES: [CH3:1][O:2][C:3]1[CH:35]=[CH:34][C:6]([CH2:7][N:8]2[C:12]([C:13]([O:15][CH2:16][CH3:17])=[O:14])=[C:11]([C:18](=[O:33])[C:19]3[CH:24]=[CH:23][C:22]([CH:25](OC)[O:26]C)=[CH:21][C:20]=3[N+:30]([O-:32])=[O:31])[N:10]=[N:9]2)=[CH:5][CH:4]=1.Cl>O1CCCC1>[CH:25]([C:22]1[CH:23]=[CH:24][C:19]([C:18]([C:11]2[N:10]=[N:9][N:8]([CH2:7][C:6]3[CH:34]=[CH:35][C:3]([O:2][CH3:1])=[CH:4][CH:5]=3)[C:12]=2[C:13]([O:15][CH2:16][CH3:17])=[O:14])=[O:33])=[C:20]([N+:30]([O-:32])=[O:31])[CH:21]=1)=[O:26]. Procedure details: To a solution of ethyl 1-(4-methoxybenzyl)-4-(4-dimethoxymethyl-2-nitrobenzoyl)-1,2,3-triazole-5-carboxylate (7.26 g, 15 mmole) obtained in Example 11 (b-1: LP) in tetrahydrofuran (50 ml) was added a 1N aqueous hydrochloric acid solution (30 ml), and the mixture was stirred at room temperature for 16 hours. The reaction mixture was extracted with ethyl acetate, and the organic layer was washed with a saturated aqueous sodium hydrogen carbonate solution. The solvent was removed under reduced pres...